This data is from the Open Reaction Database (ORD), a public repository of structured organic reaction records. The task is: describe an organic reaction: reactants, conditions, products, and yield Reactants: ClC=1C=C(C(=O)O)C=C(N1)Cl (2,6-Dichloroisonicotinic acid), CNC (dimethylamine), O1CCCC1 (tetrahydrofuran). Yields the product ClC=1C=C(C(=O)O)C=C(N1)N(C)C (2-chloro-6-(dimethylamino)isonicotinic acid). Reaction SMILES: [Cl:1][C:2]1[CH:3]=[C:4]([CH:8]=[C:9](Cl)[N:10]=1)[C:5]([OH:7])=[O:6].[CH3:12][NH:13][CH3:14].O1CCCC1>>[Cl:1][C:2]1[CH:3]=[C:4]([CH:8]=[C:9]([N:13]([CH3:14])[CH3:12])[N:10]=1)[C:5]([OH:7])=[O:6]. Procedure: 2,6-Dichloroisonicotinic acid (2.00 g, 10.42 mmol) was placed in a pressure tube and a solution of dimethylamine in tetrahydrofuran (26 mL, 2 M, 52 mmol) added. The vessel was sealed and heated for 22 h at 80° C. The mixture was cooled to room temperature, transferred to a round-bottom flask and concentrated to dryness. The resulting white semi-solid was taken up in 30 mL of 0.1 N sodium hydroxide solution. 1 N HCl was added dropwise with stirring to adjust the pH of the solution to ca. 3.5, at ... Run at temperature 80 celsius. Isolated yield 44.0%. The reactants are Fc1ccccc1C(=S)Nc1ccc(Br)cc1, CCO, NN, C1CCOC1. Yields the product NN=C(Nc1ccc(Br)cc1)c1ccccc1F. Reaction SMILES: [Br:1][c:2]1[cH:3][cH:4][c:5]([NH:8][C:9](=[S:10])[c:11]2[c:12]([F:17])[cH:13][cH:14][cH:15][cH:16]2)[cH:6][cH:7]1.[CH3:20][CH2:21][OH:22].[NH2:18][NH2:19].[O:23]1[CH2:24][CH2:25][CH2:26][CH2:27]1>>[Br:1][c:2]1[cH:3][cH:4][c:5]([NH:8][C:9]([c:11]2[c:12]([F:17])[cH:13][cH:14][cH:15][cH:16]2)=[N:18][NH2:19])[cH:6][cH:7]1.